This data is from the Open Reaction Database (ORD), a public repository of structured organic reaction records. The task is: describe an organic reaction: reactants, conditions, products, and yield The reactants are N(=[N+]=[N-])C1C(N(N=CC2=C1C=CC=C2)C)=O (5(R,S)-azido-4,5-dihydro-3-methyl-3H-2,3-benzodiazepin-4-one). The reagents and catalysts are [Pd] (Pd on carbon). The solvent is CCOC(=O)C (EtOAc), CCOC(=O)C (EtOAc). Run at time 1 hour. Product: NC1C(N(N=CC2=C1C=CC=C2)C)=O (5-Amino-4,5-dihydro-3-methyl-3H-2,3-benzodiazepin-4-one). As a reaction SMILES: [N:1]([CH:4]1[C:10]2[CH:11]=[CH:12][CH:13]=[CH:14][C:9]=2[CH:8]=[N:7][N:6]([CH3:15])[C:5]1=[O:16])=[N+]=[N-]>CCOC(C)=O.[Pd]>[NH2:1][CH:4]1[C:10]2[CH:11]=[CH:12][CH:13]=[CH:14][C:9]=2[CH:8]=[N:7][N:6]([CH3:15])[C:5]1=[O:16]. Reported procedure: To a solution of 5(R,S)-azido-4,5-dihydro-3-methyl-3H-2,3-benzodiazepin-4-one (1.5 g, 7 mmol) in EtOAc (150 mL) was added 10% Pd on carbon (50 mg) and stirred under an atmosphere of hydrogen. The reaction was closely monitored by TLC using EtOAc as eluent. The reaction was complete after 1 h (TLC) and then filtered the catalyst over a pad of celite. The solvent was removed and the 5(R,S)-amino-4,5-dihydro-3-methyl-3H-2,3-benzodiazepin-4-one was dried under high vacuum. This amine product was use... Starting materials: Cl (hydrogen chloride), N1CCC=CC1 (1,2,3,6-Tetrahydropyridine), C(#N)C1=C(CBr)C=CC=C1 (2-cyanobenzyl bromide), C([O-])([O-])=O.[K+].[K+] (potassium carbonate). Solvent: C(C)O (ethanol). The product is Cl.C(#N)C1=C(CN2CCC=CC2)C=CC=C1 (1-(2-cyanobenzyl)-1,2,3,6-tetrahydropyridine hydrochloride). As a reaction SMILES: [NH:1]1[CH2:6][CH:5]=[CH:4][CH2:3][CH2:2]1.[C:7]([C:9]1[CH:16]=[CH:15][CH:14]=[CH:13][C:10]=1[CH2:11]Br)#[N:8].C(=O)([O-])[O-].[K+].[K+].[ClH:23]>C(O)C>[ClH:23].[C:7]([C:9]1[CH:16]=[CH:15][CH:14]=[CH:13][C:10]=1[CH2:11][N:1]1[CH2:2][CH:3]=[CH:4][CH2:5][CH2:6]1)#[N:8] |f:2.3.4,7.8|. Procedure: 1,2,3,6-Tetrahydropyridine (5.0 g.) was added to a mixture of 2-cyanobenzyl bromide (11.8 g.) and potassium carbonate (9.16 g.) in ethanol (80 ml.). The mixture obtained was heated under reflux for 2.5 hours, cooled and evaporated. Water (120 ml.) was added to the residue and the oily mixture obtained was extracted with ether (3×50 ml.). The combined extracts were washed with water, dried (MgSO4) and evaporated. The residue oil was dissolved in toluene (20 ml.) to give a solution, which was trea... Reactants: [O-]Cl.[Na+] (NaOCl), [OH-].[Na+] (sodium hydroxide), ice, ice, [Cl-].[Na+] (sodium chloride), [N+](=O)([O-])C=1C=C(C(=CC1)C)S(=O)(=O)O (4-nitrotoluene-2-sulfonic acid), [OH-].[Na+] (sodium hydroxide), [O-]Cl.[Na+] (NaOCl), [O-]Cl.[Na+] (NaOCl), ( 2 ), ClCl (chlorine), [OH-].[Na+] (sodium hydroxide). Run in O (water), O (water), O (water). Run at temperature 65 celsius, time 25 minute. Yields the product [N+](=O)([O-])C=1C=C(C(=CC1)CCC=1C(=CC(=CC1)[N+](=O)[O-])S(=O)(=O)[O-])S(=O)(=O)[O-] (4,4'-dinitrobibenzyl-2,2'-disulfonate), [O-]Cl.[Na+] (NaOCl). RXN SMILES: ClCl.[OH-:3].[Na+:4].[N+:5]([C:8]1[CH:9]=[C:10]([S:15]([OH:18])(=[O:17])=[O:16])[C:11]([CH3:14])=[CH:12][CH:13]=1)([O-:7])=[O:6].[O-][Cl:20].[Na+].[Cl-].[Na+]>O>[N+:5]([C:8]1[CH:9]=[C:10]([S:15]([O-:18])(=[O:16])=[O:17])[C:11]([CH2:14][CH2:14][C:11]2[C:10]([S:15]([O-:18])(=[O:16])=[O:17])=[CH:9][C:8]([N+:5]([O-:7])=[O:6])=[CH:13][CH:12]=2)=[CH:12][CH:13]=1)([O-:6])=[O:3].[O-:3][Cl:20].[Na+:4] |f:1.2,4.5,6.7,10.11|. Procedure: 4,4'-Dinitrobibenzyl-2,2'-disulfonate was prepared as described in A. Ya. Zheltov, E. N. Avramenko, and B. I. Stepanov, Zhurnel Organicheskoi Khimii, 16, (2) 384-390 (1980), the disclosure of which is totally incorporated herein by reference. More specifically, 4,4'-dinitrobibenzyl-2,2'-disulfonate was prepared as follows. A solution (220 mL) of NaOCl (17.8 g) was prepared by passing chlorine through sodium hydroxide (20 g) in water (100 mL) with crushed ice (120 g) at 1° to 3° C. until the weig... Reactants: CS(=O)C1=NN2C(C=N1)=CC=C2C2=CC=C(C=C2)S(=O)(=O)C (2-methanesulfinyl-7-(4-methanesulfonyl-phenyl)-pyrrolo[2,1-f][1,2,4]triazine), CN1C=NC2=C1C=C(C=C2)N (3-methyl-3H-benzimidazol-5-ylamine). The product is CS(=O)(=O)C1=CC=C(C=C1)C1=CC=C2C=NC(=NN21)NC2=CC1=C(N=CN1C)C=C2 ([7-(4-Methanesulfonyl-phenyl)-pyrrolo[2,1-f][1,2,4]triazin-2-yl]-(3-methyl-3H-benzimidazol-5-yl)-amine). Reaction SMILES: CS([C:4]1[N:9]=[CH:8][C:7]2=[CH:10][CH:11]=[C:12]([C:13]3[CH:18]=[CH:17][C:16]([S:19]([CH3:22])(=[O:21])=[O:20])=[CH:15][CH:14]=3)[N:6]2[N:5]=1)=O.[CH3:23][N:24]1[C:28]2[CH:29]=[C:30]([NH2:33])[CH:31]=[CH:32][C:27]=2[N:26]=[CH:25]1>>[CH3:22][S:19]([C:16]1[CH:17]=[CH:18][C:13]([C:12]2[N:6]3[C:7]([CH:8]=[N:9][C:4]([NH:33][C:30]4[CH:31]=[CH:32][C:27]5[N:26]=[CH:25][N:24]([CH3:23])[C:28]=5[CH:29]=4)=[N:5]3)=[CH:10][CH:11]=2)=[CH:14][CH:15]=1)(=[O:21])=[O:20]. Reported procedure: Following the synthetic and purification procedures described in Example 1293d, 2-methanesulfinyl-7-(4-methanesulfonyl-phenyl)-pyrrolo[2,1-f][1,2,4]triazine (75 mg, 0.22 mmol) was coupled with 3-methyl-3H-benzimidazol-5-ylamine (57 mg, 0.38 mmol) at 105° C. for 86 h to afford the title compound. Yield of TFA salt: 12 mg (10%) of brown powder. LC/MS: 419 (M+H); HPLC: 95% pure, RT=2.21 min; mp: lyophilyte; 1H NMR: (DMSO, δ) 10.11 (s, 1H), 9.33 (s, 1H), 9.14 (s, 1H), 8.43 (d, J=8.6, 2H), 8.40 (s, 1... Reactants: CC1([C@H]2CC[C@H]([C@@H]1C2)CCCl)C (2-((1S,2S,5S)-6,6-dimethylbicyclo[3.1.1]hept-2-y l)ethyl chloride), [Na] (sodium), C(CCCCO)O (1,5-pentanediol), Cl (hydrochloric acid). Run at temperature 130 celsius. Yields the product CC1([C@H]2CC[C@H]([C@@H]1C2)CCOCCCCCO)C (5-[2-((1S,2S,5S)-6,6-dimethylbicyclo[3.1.1]hept-2-yl )ethoxy]pentanol). RXN SMILES: [Na].[CH3:2][C:3]1([CH3:13])[C@H:8]2[CH2:9][C@@H:4]1[CH2:5][CH2:6][C@H:7]2[CH2:10][CH2:11]Cl.Cl.[CH2:15]([OH:21])[CH2:16][CH2:17][CH2:18][CH2:19][OH:20]>>[CH3:2][C:3]1([CH3:13])[C@H:8]2[CH2:9][C@@H:4]1[CH2:5][CH2:6][C@H:7]2[CH2:10][CH2:11][O:20][CH2:19][CH2:18][CH2:17][CH2:16][CH2:15][OH:21] |^1:0|. Procedure: Over the course of 12 hours, 12.2 g of elemental sodium were dissolved in portions in 357 ml of 1,5-pentanediol at a temperature of 90° C. 80 g of 2-((1S,2S,5S)-6,6-dimethylbicyclo[3.1.1]hept-2-y l)ethyl chloride were then added dropwise to this solution, and the reaction mixture was heated at 130° C. for 15 hours. The reaction mixture was worked up by cooling to room temperature, adding 300 ml of a 5% strength aqueous hydrochloric acid solution, and extracting the mixture with ether. After conc... Reactants: OO (hydrogen peroxide), COC1=CC=C(C=C1)N1C(N(C2=NC(=NC=C2C1C)NC1=CC(=CC=C1)CCN1CCN(CC1)C)C=1C=C(C#N)C=CC1)=O ((±)-3-(3-(4-methoxy-phenyl)-4-methyl-7-{3-[2-(4-methyl-piperazin-1-yl)-ethyl]-phenylamino}-2-oxo-3,4-dihydro-2H-pyrimido[4,5-d]pyrimidin-1-yl)-benzonitrile), C(C1=CC=CC=C1)#N (benzonitrile), [OH-].[Na+] (sodium hydroxide). Run in CS(=O)C (dimethyl sulfoxide). Product: COC1=CC=C(C=C1)N1C(N(C2=NC(=NC=C2C1C)NC1=CC(=CC=C1)CCN1CCN(CC1)C)C=1C=C(C(=O)N)C=CC1)=O ((±)-3-(3-(4-methoxy-phenyl)-4-methyl-7-{3-[2-(4-methyl-piperazin-1-yl)-ethyl]-phenylamino}-2-oxo-3,4-dihydro-2H-pyrimido[4,5-d]pyrimidin-1-yl)-benzamide). RXN SMILES: [CH3:1][O:2][C:3]1[CH:8]=[CH:7][C:6]([N:9]2[CH:18]([CH3:19])[C:17]3[C:12](=[N:13][C:14]([NH:20][C:21]4[CH:26]=[CH:25][CH:24]=[C:23]([CH2:27][CH2:28][N:29]5[CH2:34][CH2:33][N:32]([CH3:35])[CH2:31][CH2:30]5)[CH:22]=4)=[N:15][CH:16]=3)[N:11]([C:36]3[CH:37]=[C:38]([CH:41]=[CH:42][CH:43]=3)[C:39]#[N:40])[C:10]2=[O:44])=[CH:5][CH:4]=1.[OH-:45].[Na+].C(#N)C1C=CC=CC=1.OO>CS(C)=O>[CH3:1][O:2][C:3]1[CH:4]=[CH:5][C:6]([N:9]2[CH:18]([CH3:19])[C:17]3[C:12](=[N:13][C:14]([NH:20][C:21]4[CH:26]=[CH:25][CH:24]=[C:23]([CH2:27][CH2:28][N:29]5[CH2:34][CH2:33][N:32]([CH3:35])[CH2:31][CH2:30]5)[CH:22]=4)=[N:15][CH:16]=3)[N:11]([C:36]3[CH:37]=[C:38]([CH:41]=[CH:42][CH:43]=3)[C:39]([NH2:40])=[O:45])[C:10]2=[O:44])=[CH:7][CH:8]=1 |f:1.2|. Procedure details: (±)-3-(3-(4-Methoxy-phenyl)-4-methyl-7-{3-[2-(4-methyl-piperazin-1-yl)-ethyl]-phenylamino}-2-oxo-3,4-dihydro-2H-pyrimido[4,5-d]pyrimidin-1-yl)-benzonitrile (0.25 g; 0.41 mmol) (from Example 7 supra) was dissolved in dimethyl sulfoxide (2.5 mL) and the resulting solution was cooled in an ice-water bath. Aqueous sodium hydroxide (1 M; 750 μL; 0.75 mmol) was added, resulting in the precipitation of the benzonitrile. Aqueous hydrogen peroxide (30%; 130 μL; 1.27 mmol) was then added. The cooling bath... Starting materials: C(C)O (ethanol), alkylamine, C(CCCCCCCCCCC)N (dodecylamine). The solvent is O (water). The product is C(CCCCCCCCCCCCC)N (tetradecylamine). RXN SMILES: [CH2:1](O)[CH3:2].[CH2:4]([NH2:16])[CH2:5][CH2:6][CH2:7][CH2:8][CH2:9][CH2:10][CH2:11][CH2:12][CH2:13][CH2:14][CH3:15]>O>[CH2:4]([NH2:16])[CH2:5][CH2:6][CH2:7][CH2:8][CH2:9][CH2:10][CH2:11][CH2:12][CH2:13][CH2:14][CH2:15][CH2:1][CH3:2]. Procedure details: In application Ser. No. 355,979, filed Dec. 14, 1994, describing the assembly of silica molecular sieves in 50:50 (v/v) water:ethanol, it was shown that certain alkylamine surfactants (e.g., dodecylamine) gave derivatives with high textural mesoporosity whereas others afforded relatively low textural pore volumes (e.g., tetradecylamine (Tanev, P. The reactants are FC=1C=C(N)C=CC1OC1=C2C(=NC=C1)C=C(S2)I (3-fluoro-4-(2-iodothieno[3,2-b]pyridin-7-yloxy)aniline), CN1CCN(CC1)CC#C (1-methyl-4-(prop-2-ynyl)piperazine), C(C)N(C(C)C)C(C)C (N-ethyl-N-isopropylpropan-2-amine). Reagents/catalysts: C=1C=CC(=CC1)[P](C=2C=CC=CC2)(C=3C=CC=CC3)[Pd]([P](C=4C=CC=CC4)(C=5C=CC=CC5)C=6C=CC=CC6)([P](C=7C=CC=CC7)(C=8C=CC=CC8)C=9C=CC=CC9)[P](C=1C=CC=CC1)(C=1C=CC=CC1)C=1C=CC=CC1 (tetrakis(triphenylphosphine)palladium), [Cu]I (copper(I) iodide). Solvent: C1CCOC1 (THF). Run at temperature 60 celsius. The product is FC=1C=C(N)C=CC1OC1=C2C(=NC=C1)C=C(S2)C#CCN2CCN(CC2)C (3-Fluoro-4-(2-(3-(4-methylpiperazin-1-yl)prop-1-ynyl)thieno[3,2-b]pyridin-7-yloxy)aniline). Isolated yield 84.1%. As a reaction SMILES: [F:1][C:2]1[CH:3]=[C:4]([CH:6]=[CH:7][C:8]=1[O:9][C:10]1[CH:15]=[CH:14][N:13]=[C:12]2[CH:16]=[C:17](I)[S:18][C:11]=12)[NH2:5].[CH3:20][N:21]1[CH2:26][CH2:25][N:24]([CH2:27][C:28]#[CH:29])[CH2:23][CH2:22]1.C(N(C(C)C)C(C)C)C>C1C=CC([P]([Pd]([P](C2C=CC=CC=2)(C2C=CC=CC=2)C2C=CC=CC=2)([P](C2C=CC=CC=2)(C2C=CC=CC=2)C2C=CC=CC=2)[P](C2C=CC=CC=2)(C2C=CC=CC=2)C2C=CC=CC=2)(C2C=CC=CC=2)C2C=CC=CC=2)=CC=1.[Cu]I.C1COCC1>[F:1][C:2]1[CH:3]=[C:4]([CH:6]=[CH:7][C:8]=1[O:9][C:10]1[CH:15]=[CH:14][N:13]=[C:12]2[CH:16]=[C:17]([C:29]#[C:28][CH2:27][N:24]3[CH2:25][CH2:26][N:21]([CH3:20])[CH2:22][CH2:23]3)[S:18][C:11]=12)[NH2:5] |^1:42,44,63,82|. Reported procedure: A round-bottomed flask was charged with 3-fluoro-4-(2-iodothieno[3,2-b]pyridin-7-yloxy)aniline (Example 6, Step A, 200 mg, 0.477 mmol), 1-methyl-4-(prop-2-ynyl)piperazine (Example 17, Step A, 205.8 mg, 1.19 mmol), tetrakis(triphenylphosphine)palladium (0) (55.1 mg, 0.0477 mmol), copper(I) iodide (9.074 mg, 0.0477 mmol), N-ethyl-N-isopropylpropan-2-amine (2.49 ml, 14.3 mmol) and THF (25 mL). The reaction mixture was stirred at 60° C. until the starting material had been consumed (4 hours). Then t...